Task: describe an organic reaction: reactants, conditions, products, and yield. Dataset: the Open Reaction Database (ORD), a public repository of structured organic reaction records Reactants: C(C=C)N1N(C2=NC(=NC=C2C1=O)SC)C1=NC(=CC=C1)C (2-allyl-1-(6-methylpyridin-2-yl)-6-(methylthio)-1,2-dihydro-3H-pyrazolo[3,4-d]pyrimidin-3-one), COCCN1CCN(CC1)C1=CC=C(N)C=C1 (4-[4-(2-methoxyethyl)piperazin-1-yl]aniline). Procedure details: 45.3 mg of the entitled compound was obtained as a yellow solid in the same manner as in Example 113-1 to 113-2, for which, however, 2-allyl-1-(6-methylpyridin-2-yl)-6-(methylthio)-1,2-dihydro-3H-pyrazolo[3,4-d]pyrimidin-3-one was used in place of 2-allyl-1-[6-(1-hydroxy-1-methylethyl)-2-pyridinyl]-6-(methylthio)-1,2-dihydro-3H-pyrazolo[3,4-d]pyrimidin-3-one used in Example 113-1, and 4-[4-(2-methoxyethyl)piperazin-1-yl]aniline was used in place of 4-(4-methylpiperazin-1-yl)aniline used in Examp... The product is COCCN1CCN(CC1)C1=CC=C(C=C1)NC1=NC=C2C(=N1)N(N(C2=O)CC#C)C2=NC(=CC=C2)C (6-({4-[4-(2-methoxyethyl)piperazin-1-yl]phenyl}amino)-1-(6-methylpyridin-2-yl)-2-(2-propynyl)-1,2-dihydro-3H-pyrazolo[3,4-d]pyrimidin-3-one). Reaction SMILES: [CH2:1]([N:4]1[C:12](=[O:13])[C:11]2[C:6](=[N:7][C:8](SC)=[N:9][CH:10]=2)[N:5]1[C:16]1[CH:21]=[CH:20][CH:19]=[C:18]([CH3:22])[N:17]=1)[CH:2]=[CH2:3].[CH3:23][O:24][CH2:25][CH2:26][N:27]1[CH2:32][CH2:31][N:30]([C:33]2[CH:39]=[CH:38][C:36]([NH2:37])=[CH:35][CH:34]=2)[CH2:29][CH2:28]1>>[CH3:23][O:24][CH2:25][CH2:26][N:27]1[CH2:32][CH2:31][N:30]([C:33]2[CH:39]=[CH:38][C:36]([NH:37][C:8]3[N:7]=[C:6]4[N:5]([C:16]5[CH:21]=[CH:20][CH:19]=[C:18]([CH3:22])[N:17]=5)[N:4]([CH2:1][C:2]#[CH:3])[C:12](=[O:13])[C:11]4=[CH:10][N:9]=3)=[CH:35][CH:34]=2)[CH2:29][CH2:28]1.